The task is: describe an organic reaction: reactants, conditions, products, and yield. This data is from the Open Reaction Database (ORD), a public repository of structured organic reaction records. The reactants are Cc1noc(C)c1CN1C(=O)c2ccccc2C1c1c(C)n(CC(=O)OC(C)(C)C)c2ccccc12, CCO, Cl, [Na+], [OH-]. Yields the product Cc1noc(C)c1CN1C(=O)c2ccccc2C1c1c(C)n(CC(=O)O)c2ccccc12. RXN SMILES: [C:1]([CH3:2])([CH3:3])([CH3:4])[O:5][C:6]([CH2:7][n:8]1[c:9]([CH3:35])[c:10]([CH:17]2[N:18]([CH2:27][c:28]3[c:29]([CH3:34])[n:30][o:31][c:32]3[CH3:33])[C:19](=[O:26])[c:20]3[cH:21][cH:22][cH:23][cH:24][c:25]32)[c:11]2[cH:12][cH:13][cH:14][cH:15][c:16]12)=[O:36].[CH3:40][CH2:41][OH:42].[ClH:39].[Na+:38].[OH-:37]>>[O:5]=[C:6]([CH2:7][n:8]1[c:9]([CH3:35])[c:10]([CH:17]2[N:18]([CH2:27][c:28]3[c:29]([CH3:34])[n:30][o:31][c:32]3[CH3:33])[C:19](=[O:26])[c:20]3[cH:21][cH:22][cH:23][cH:24][c:25]32)[c:11]2[cH:12][cH:13][cH:14][cH:15][c:16]12)[OH:36]. Solvent: C1(=CC=CC=C1)C (PhMe), C1(=CC=CC=C1)C (toluene), O (H2O), C1(=CC=CC=C1)C (PhMe). The reactants are C(=O)([O-])C(O)C(O)C(=O)[O-].[Na+].[K+] (potassium sodium tartrate), 50, [NH4+].[Cl-] (NH4Cl), solution, C[Al](C)C (Me3Al), ice, C(C1=CC=CC=C1)OC(=O)N1[C@H]([C@H]([C@@H]([C@H]1CO[Si](C)(C)C(C)(C)C)COCC1=CC=CC=C1)C(=O)OC)C1=CC=CC=C1 ((2R*,3S*,4S*,5S*)-1-benzyloxycarbonyl-4-benzyloxymethyl-5-(t-butyldimethylsilyloxy)methyl-3-methoxycarbonyl-2-phenylpyrrolidine). Procedure details: Under an atmosphere of N2, a 2.0M solution of Me3Al in toluene (PhMe) (Aldrich, 150 ml, 300 mmol) was added dropwise to a stirred and ice-cooled suspension of NH4Cl (14.9 g, 278 mmol) in dry PhMe (280 ml). The stirring at room temperature for 30 minutes gave rise to the clear and homogeneous reaction mixture. To this was added a solution of (2R*,3S*,4S*,5S*)-1-benzyloxycarbonyl-4-benzyloxymethyl-5-(t-butyldimethylsilyloxy)methyl-3-methoxycarbonyl-2-phenylpyrrolidine (16.8 g, 27.8 mmol) in dry Ph... Product: C(C1=CC=CC=C1)OC(=O)N1[C@H]([C@H]([C@@H]([C@H]1CO[Si](C)(C)C(C)(C)C)COCC1=CC=CC=C1)C(N)=O)C1=CC=CC=C1 ((2R*,3S*,4S*,5S*)-1-Benzyloxycarbonyl-4-benzyloxymethyl-5-(t-butyldimethylsilyloxy)methyl-3-carbamoyl-2-phenylpyrro-lidine). Reaction SMILES: C[Al](C)C.[NH4+:5].[Cl-].[CH2:7]([O:14][C:15]([N:17]1[C@H:21]([CH2:22][O:23][Si:24]([C:27]([CH3:30])([CH3:29])[CH3:28])([CH3:26])[CH3:25])[C@@H:20]([CH2:31][O:32][CH2:33][C:34]2[CH:39]=[CH:38][CH:37]=[CH:36][CH:35]=2)[C@H:19]([C:40]([O:42]C)=O)[C@@H:18]1[C:44]1[CH:49]=[CH:48][CH:47]=[CH:46][CH:45]=1)=[O:16])[C:8]1[CH:13]=[CH:12][CH:11]=[CH:10][CH:9]=1.C(C(C(C([O-])=O)O)O)([O-])=O.[Na+].[K+]>C1(C)C=CC=CC=1.O>[CH2:7]([O:14][C:15]([N:17]1[C@H:21]([CH2:22][O:23][Si:24]([C:27]([CH3:30])([CH3:28])[CH3:29])([CH3:26])[CH3:25])[C@@H:20]([CH2:31][O:32][CH2:33][C:34]2[CH:35]=[CH:36][CH:37]=[CH:38][CH:39]=2)[C@H:19]([C:40](=[O:42])[NH2:5])[C@@H:18]1[C:44]1[CH:45]=[CH:46][CH:47]=[CH:48][CH:49]=1)=[O:16])[C:8]1[CH:9]=[CH:10][CH:11]=[CH:12][CH:13]=1 |f:1.2,4.5.6|. The yield is 94.1%. Reaction conditions: time 24 hour. Starting materials: CCOc1ccc(S(=O)(=O)N2CCN(CC)CC2)cc1C#N, C[Al](C)C, Cc1ccccc1, [Cl-], [NH4+]. The product is CCOc1ccc(S(=O)(=O)N2CCN(CC)CC2)cc1C(=N)N. RXN SMILES: [CH2:7]([CH3:8])[O:9][c:10]1[c:11]([C:12]#[N:13])[cH:14][c:15]([S:18](=[O:19])(=[O:20])[N:21]2[CH2:22][CH2:23][N:24]([CH2:27][CH3:28])[CH2:25][CH2:26]2)[cH:16][cH:17]1.[CH3:1][Al:2]([CH3:3])[CH3:4].[CH3:29][c:30]1[cH:31][cH:32][cH:33][cH:34][cH:35]1.[Cl-:5].[NH4+:6]>>[NH2:6][C:12]([c:11]1[c:10]([O:9][CH2:7][CH3:8])[cH:17][cH:16][c:15]([S:18](=[O:19])(=[O:20])[N:21]2[CH2:22][CH2:23][N:24]([CH2:27][CH3:28])[CH2:25][CH2:26]2)[cH:14]1)=[NH:13]. The reactants are O=C=NCCBr, CCC1CC(Nc2ncc(N3CCOCC3)c(Cc3cc(C#N)cc(C#N)c3)n2)c2cc(C(F)(F)F)ccc2N1, CCOC(C)=O, Cc1ccccc1, O. Yields the product CCC1CC(Nc2ncc(N3CCOCC3)c(Cc3cc(C#N)cc(C#N)c3)n2)c2cc(C(F)(F)F)ccc2N1C1=NCCO1. As a reaction SMILES: [Br:41][CH2:42][CH2:43][N:44]=[C:45]=[O:46].[C:1](#[N:2])[c:3]1[cH:4][c:5]([CH2:6][c:7]2[n:8][c:9]([NH:19][CH:20]3[CH2:21][CH:22]([CH2:34][CH3:35])[NH:23][c:24]4[cH:25][cH:26][c:27]([C:30]([F:31])([F:32])[F:33])[cH:28][c:29]43)[n:10][cH:11][c:12]2[N:13]2[CH2:14][CH2:15][O:16][CH2:17][CH2:18]2)[cH:36][c:37]([C:39]#[N:40])[cH:38]1.[CH3:48][CH2:49][O:50][C:51](=[O:52])[CH3:53].[CH3:54][c:55]1[cH:56][cH:57][cH:58][cH:59][cH:60]1.[OH2:47]>>[C:1](#[N:2])[c:3]1[cH:4][c:5]([CH2:6][c:7]2[n:8][c:9]([NH:19][CH:20]3[CH2:21][CH:22]([CH2:34][CH3:35])[N:23]([C:45]4=[N:44][CH2:43][CH2:42][O:46]4)[c:24]4[cH:25][cH:26][c:27]([C:30]([F:31])([F:32])[F:33])[cH:28][c:29]43)[n:10][cH:11][c:12]2[N:13]2[CH2:14][CH2:15][O:16][CH2:17][CH2:18]2)[cH:36][c:37]([C:39]#[N:40])[cH:38]1.